This data is from the Open Reaction Database (ORD), a public repository of structured organic reaction records. The task is: describe an organic reaction: reactants, conditions, products, and yield Reactants: CC(C(=O)O)c1ccc(C2=CCCCC2)cc1, CN(C)CCN, Cc1ccccc1, [Cl-]. Product: CC(C(=O)NCCN(C)C)c1ccc(C2=CCCCC2)cc1. Reaction SMILES: [C:2]1([c:8]2[cH:9][cH:10][c:11]([CH:14]([C:15](=[O:16])[OH:17])[CH3:18])[cH:12][cH:13]2)=[CH:3][CH2:4][CH2:5][CH2:6][CH2:7]1.[CH3:19][N:20]([CH2:21][CH2:22][NH2:23])[CH3:24].[CH3:25][c:26]1[cH:27][cH:28][cH:29][cH:30][cH:31]1.[Cl-:1]>>[C:2]1([c:8]2[cH:9][cH:10][c:11]([CH:14]([C:15](=[O:17])[NH:23][CH2:22][CH2:21][N:20]([CH3:19])[CH3:24])[CH3:18])[cH:12][cH:13]2)=[CH:3][CH2:4][CH2:5][CH2:6][CH2:7]1. Reactants: C, N#Cc1ccc(C=CCC2OCCO2)cc1, Cc1ccccc1, [Pd]. Yields the product N#Cc1ccc(CCCC2OCCO2)cc1. RXN SMILES: [C:24].[CH2:1]1[O:2][CH:3]([CH2:4][CH:5]=[CH:6][c:7]2[cH:8][cH:9][c:10]([C:11]#[N:12])[cH:13][cH:14]2)[O:15][CH2:16]1.[CH3:17][c:18]1[cH:19][cH:20][cH:21][cH:22][cH:23]1.[Pd:25]>>[CH2:1]1[O:2][CH:3]([CH2:4][CH2:5][CH2:6][c:7]2[cH:8][cH:9][c:10]([C:11]#[N:12])[cH:13][cH:14]2)[O:15][CH2:16]1. The reactants are COC1=CC=C2CC(C(C2=C1)=O)C (6-methoxy-2-methylindanone), zinc amalgam, C1=CC=CC=C1 (benzene), bromoester, zinc amalgam, BrCC(=O)OCC (ethyl bromoacetate), C1=CC=CC=C1 (benzene), II (iodine). Solvent: C(C)(=O)O (acetic acid), CCOCC (ether), C(C)O (ethanol), C(C)(=O)O (acetic acid). Yields the product C(C)(=O)OC1=C(C(C2=CC(=CC(=C12)CC)OC)O)C (ethyl-(1-hydroxy-2-methyl-6-methoxy-indenyl) acetate). RXN SMILES: [CH3:1][O:2][C:3]1[CH:11]=[C:10]2[C:6]([CH2:7][CH:8]([CH3:13])[C:9]2=[O:12])=[CH:5][CH:4]=1.Br[CH2:15][C:16]([O:18][CH2:19][CH3:20])=[O:17].C1C=CC=CC=1.II>C(O)(=O)C.C(O)C.CCOCC>[C:16]([O:18][C:19]1[C:20]2[C:10](=[CH:11][C:3]([O:2][CH3:1])=[CH:4][C:5]=2[CH2:6][CH3:7])[CH:9]([OH:12])[C:8]=1[CH3:13])(=[O:17])[CH3:15]. Procedure details: A solution of 13.4 g of 6-methoxy-2-methylindanone and 21 g. of ethyl bromoacetate in 45 ml. benzene is added over a period of five minutes to 21 g. of zinc amalgam (prepared according to Org. Syn. Coll. Vol. 3) in 110 ml. benzene and 40 ml. dry ether. A few cyrstals of iodine are added to start the reaction, and the reaction mixture is maintained at reflux temperature (ca. 65°) with external heating. At three-hour intervals, two batches of 10 g. zinc amalgam and 10 g. bromoester are added and t... Reactants: BrC=1C=CC(=C(C1)C)OC (5-bromo-2-methoxytoluene), N1CCNCC1 (piperazine), 1-(2-phenethyl)piperazine, C(C1=CC=CC=C1)OC1=C(C=C(C=C1)Br)F (1-benzyloxy-4-bromo-2-fluorobenzene). Product: C(C1=CC=CC=C1)OC1=C(C=C(C=C1)N1CCNCC1)F (1-(4-benzyloxy-3-fluorophenyl)piperazine). Yield: 54.1%. As a reaction SMILES: BrC1C=CC(OC)=C(C)C=1.[CH2:11]([O:18][C:19]1[CH:24]=[CH:23][C:22](Br)=[CH:21][C:20]=1[F:26])[C:12]1[CH:17]=[CH:16][CH:15]=[CH:14][CH:13]=1.[NH:27]1[CH2:32][CH2:31][NH:30][CH2:29][CH2:28]1>>[CH2:11]([O:18][C:19]1[CH:24]=[CH:23][C:22]([N:27]2[CH2:32][CH2:31][NH:30][CH2:29][CH2:28]2)=[CH:21][C:20]=1[F:26])[C:12]1[CH:17]=[CH:16][CH:15]=[CH:14][CH:13]=1. Procedure details: Production Example 9 was repeated except that 5-bromo-2-methoxytoluene and 1-(2-phenethyl)piperazine were replaced with 1-benzyloxy-4-bromo-2-fluorobenzene (6.742 g) and piperazine (12.404 g), respectively. The resulting crude product was purified on silica gel column chromatography (eluent, chloroform: methanol=2:1) to provide 1-(4-benzyloxy-3-fluorophenyl)piperazine (3.716 g). The reactants are [Cl-].[NH4+] (ammonium chloride), BrC1=CC(=C(C(=C1)F)F)F (1-bromo-3,4,5-trifluorobenzene), [Mg] (magnesium), II (iodine), BrC1=CC(=C(C(=C1)F)F)F (1-bromo-3,4,5-trifluorobenzene), FC=1C=C(C=C(C1F)F)[Mg]Br (3,4,5-trifluorophenyl magnesium bromide), C(C)(C)(C)OC(=O)N1[C@H](COCC1=O)COCC1=CC=CC=C1 ((S)-3-benzyloxymethyl-5-oxomorpholine-4-carboxylic acid t-butyl ester). Product: C(C)(C)(C)OC(N[C@H](COCC(C1=CC(=C(C(=C1)F)F)F)=O)COCC1=CC=CC=C1)=O ({(S)-1-benzyloxymethyl-2-[2-oxo-2-(3,4,5-trifluorophenyl)ethoxy]ethyl}carbamic acid t-butyl ester). RXN SMILES: Br[C:2]1[CH:7]=[C:6]([F:8])[C:5]([F:9])=[C:4]([F:10])[CH:3]=1.[Mg].II.FC1C=C([Mg]Br)C=C(F)C=1F.[C:25]([O:29][C:30]([N:32]1[C:37](=[O:38])[CH2:36][O:35][CH2:34][C@@H:33]1[CH2:39][O:40][CH2:41][C:42]1[CH:47]=[CH:46][CH:45]=[CH:44][CH:43]=1)=[O:31])([CH3:28])([CH3:27])[CH3:26].[Cl-].[NH4+]>C1(C)C=CC=CC=1.O.O1CCCC1.C(OCC)C>[C:25]([O:29][C:30](=[O:31])[NH:32][C@@H:33]([CH2:39][O:40][CH2:41][C:42]1[CH:43]=[CH:44][CH:45]=[CH:46][CH:47]=1)[CH2:34][O:35][CH2:36][C:37](=[O:38])[C:2]1[CH:7]=[C:6]([F:8])[C:5]([F:9])=[C:4]([F:10])[CH:3]=1)([CH3:28])([CH3:26])[CH3:27] |f:5.6|. Procedure details: Under a nitrogen atmosphere, 1-bromo-3,4,5-trifluorobenzene (2 mL) was added to a diethyl ether (200 mL) suspension of magnesium (6.87 g) and iodine (trace amount) and the resultant was heated by heatgun until reaction started. 1-bromo-3,4,5-trifluorobenzene (31.7 mL) was further added dropwise. Once reflux has stopped, stirring was continued for 1.5 hours at room temperature. Under a nitrogen atmosphere, previously prepared 3,4,5-trifluorophenyl magnesium bromide was added dropwise at −35° C. o... Solvent: O (water), C(C)OCC (diethyl ether), C1(=CC=CC=C1)C (Toluene), O1CCCC1 (tetrahydrofuran). Run at temperature -40 celsius, time 1.5 hour. Reaction SMILES: [CH2:1]([O:2][C:3](=[O:4])[CH2:11][NH:12][CH:13]1[CH:14]([c:39]2[cH:40][cH:41][c:42]([F:45])[cH:43][cH:44]2)[C:15]2([CH2:16][CH:17]([c:20]3[c:21]([O:35][CH3:36])[cH:22][cH:23][c:24](-[n:26]4[c:27]([C:31]([F:32])([F:33])[F:34])[n:28][cH:29][cH:30]4)[cH:25]3)[CH2:18][O:19]2)[CH2:37][CH2:38]1)[c:5]1[cH:6][cH:7][cH:8][cH:9][cH:10]1.[CH3:46][CH2:47][OH:48].[CH3:49][C:50](=[O:51])[OH:52].[OH-:53].[OH-:55].[Pd+2:54]>>[CH3:11][NH:12][CH:13]1[CH:14]([c:39]2[cH:40][cH:41][c:42]([F:45])[cH:43][cH:44]2)[C:15]2([CH2:16][CH:17]([c:20]3[c:21]([O:35][CH3:36])[cH:22][cH:23][c:24](-[n:26]4[c:27]([C:31]([F:32])([F:33])[F:34])[n:28][cH:29][cH:30]4)[cH:25]3)[CH2:18][O:19]2)[CH2:37][CH2:38]1. Yields the product CNC1CCC2(CC(c3cc(-n4ccnc4C(F)(F)F)ccc3OC)CO2)C1c1ccc(F)cc1. Reactants: COc1ccc(-n2ccnc2C(F)(F)F)cc1C1COC2(CCC(NCC(=O)OCc3ccccc3)C2c2ccc(F)cc2)C1, CCO, CC(=O)O, [OH-], [OH-], [Pd+2]. Starting materials: N#Cc1ccc(Br)cc1, CCOC(=O)c1ccc([Zn+])cc1, C1CCOC1, [I-], c1ccc(P(c2ccccc2)(c2ccccc2)[Pd](P(c2ccccc2)(c2ccccc2)c2ccccc2)(P(c2ccccc2)(c2ccccc2)c2ccccc2)P(c2ccccc2)(c2ccccc2)c2ccccc2)cc1. RXN SMILES: [Br:14][c:15]1[cH:16][cH:17][c:18]([C:19]#[N:20])[cH:21][cH:22]1.[C:2](=[O:3])([O:4][CH2:5][CH3:6])[c:7]1[cH:8][cH:9][c:10]([Zn+:13])[cH:11][cH:12]1.[CH2:100]1[O:101][CH2:102][CH2:103][CH2:104]1.[I-:1].[cH:23]1[cH:24][cH:25][c:26]([P:27]([Pd:28]([P:29]([c:30]2[cH:31][cH:32][cH:33][cH:34][cH:35]2)([c:36]2[cH:37][cH:38][cH:39][cH:40][cH:41]2)[c:42]2[cH:43][cH:44][cH:45][cH:46][cH:47]2)([P:48]([c:49]2[cH:50][cH:51][cH:52][cH:53][cH:54]2)([c:55]2[cH:56][cH:57][cH:58][cH:59][cH:60]2)[c:61]2[cH:62][cH:63][cH:64][cH:65][cH:66]2)[P:67]([c:68]2[cH:69][cH:70][cH:71][cH:72][cH:73]2)([c:74]2[cH:75][cH:76][cH:77][cH:78][cH:79]2)[c:80]2[cH:81][cH:82][cH:83][cH:84][cH:85]2)([c:86]2[cH:87][cH:88][cH:89][cH:90][cH:91]2)[c:92]2[cH:93][cH:94][cH:95][cH:96][cH:97]2)[cH:98][cH:99]1>>[C:2](=[O:3])([O:4][CH2:5][CH3:6])[c:7]1[cH:8][cH:9][c:10](-[c:15]2[cH:16][cH:17][c:18]([C:19]#[N:20])[cH:21][cH:22]2)[cH:11][cH:12]1. Yields the product CCOC(=O)c1ccc(-c2ccc(C#N)cc2)cc1. Reactants: FC1(CC(C1)C#N)F (3,3-difluoro-cyclobutanecarbonitrile), BrCC(=O)OCC (Ethyl bromoacetate), C1CCOC1 (THF), C1CCOC1 (THF), Cl (HCl). Reagents/catalysts: CS(=O)(=O)O (methane sulphonic acid), [Zn] (Zinc). Reaction conditions: temperature 76 celsius, time 2 hour. Yields the product C(C)OC(CC(=O)C1CC(C1)(F)F)=O (3-(3,3-difluoro-cyclobutyl)-3-oxo-propionic acid ethyl ester). The yield is 68.0%. RXN SMILES: [F:1][C:2]1([F:8])[CH2:5][CH:4]([C:6]#N)[CH2:3]1.Br[CH2:10][C:11]([O:13][CH2:14][CH3:15])=[O:12].Cl.C1C[O:20]CC1>[Zn].CS(O)(=O)=O>[CH2:14]([O:13][C:11](=[O:12])[CH2:10][C:6]([CH:4]1[CH2:5][C:2]([F:8])([F:1])[CH2:3]1)=[O:20])[CH3:15]. Procedure details: Zinc metal (0.558 g, 10 micron dust, 8.5 mmol) was stirred in THF (2.5 ml) and methane sulphonic acid (0.04 mmol) was added and refluxed at 76° C. for 10 minutes. To this was added 3,3-difluoro-cyclobutanecarbonitrile (500 mg, 4.3 mmol, prepared according to Elend et al. Synth Comm, 2005, 35, 657) and the reaction mixture was heated for a further 10 minutes. Ethyl bromoacetate (0.751 ml, 6.8 mmol) dissolved in THF (0.5 mL) was then injected over a 2 hour period with the aid of a syringe pump and... The reactants are BrC(C(=O)NOCC1=CC=CC=C1)(C)C (2-bromo-2-methyl-N-(phenylmethoxy)propanamide), C(C(F)(F)F)O (trifluoroethanol), CCOC(=O)C (EtOAc). Solvent: hexanes, O1C=CC=C1 (furan). The product is CC(C(=O)NOCC1=CC=CC=C1)(C)OCC(F)(F)F (2-methyl-2-(2,2,2-trifluoroethoxy)-N-(phenylmethoxy)-propanamide). As a reaction SMILES: Br[C:2]([CH3:15])([CH3:14])[C:3]([NH:5][O:6][CH2:7][C:8]1[CH:13]=[CH:12][CH:11]=[CH:10][CH:9]=1)=[O:4].CCOC(C)=O.[CH2:22]([OH:27])[C:23]([F:26])([F:25])[F:24]>O1C=CC=C1>[CH3:14][C:2]([O:27][CH2:22][C:23]([F:26])([F:25])[F:24])([CH3:15])[C:3]([NH:5][O:6][CH2:7][C:8]1[CH:13]=[CH:12][CH:11]=[CH:10][CH:9]=1)=[O:4]. Procedure details: Produced as a by-product 56% from the reaction of 2-bromo-2-methyl-N-(phenylmethoxy)propanamide with TEA in furan and trifluoroethanol. Rf=0.26 (3:1, hexanes:EtOAc); 1H NMR (500 MHz, CDCl3) δ 8.88 (s, 1H), 7.56-7.31 (m, 5H), 4.94 (s, 2H), 3.68 (q, J=8.3 Hz, 2H), 1.43 (s, 6H); 13C NMR (125 MHz, CDCl3) 13C NMR (101 MHz, cdcl3) δ 170.8, 134.9, 129.4, 129.0, 128.7, 123.7 (q, J=278 Hz), 80.4, 78.3, 61.6 (q, J=35 Hz), and 23.6; FT-IR 3218 (br), 3036; 2942, 2886, 1663 (st), 1430, 1455, 1485, 1386, 1369...